This data is from the Open Reaction Database (ORD), a public repository of structured organic reaction records. The task is: describe an organic reaction: reactants, conditions, products, and yield Starting materials: C1(CC1)C=1C(=CC(=NC1)C(=O)O)OCC1CC1 (5-Cyclopropyl-4-cyclopropylmethoxy-pyridine-2-carboxylic acid), C(C)NC(C)(C)C (N-ethyl-2-methylpropan-2-amine). Yields the product C(C)(C)(C)N(C(=O)C1=NC=C(C(=C1)OCC1CC1)C1CC1)CC (5-Cyclopropyl-4-cyclopropylmethoxy-pyridine-2-carboxylic acid tert-butyl-ethyl-amide). Reaction SMILES: [CH:1]1([C:4]2[C:5]([O:13][CH2:14][CH:15]3[CH2:17][CH2:16]3)=[CH:6][C:7]([C:10]([OH:12])=O)=[N:8][CH:9]=2)[CH2:3][CH2:2]1.[CH2:18]([NH:20][C:21]([CH3:24])([CH3:23])[CH3:22])[CH3:19]>>[C:21]([N:20]([CH2:18][CH3:19])[C:10]([C:7]1[CH:6]=[C:5]([O:13][CH2:14][CH:15]2[CH2:17][CH2:16]2)[C:4]([CH:1]2[CH2:2][CH2:3]2)=[CH:9][N:8]=1)=[O:12])([CH3:24])([CH3:23])[CH3:22]. Procedure: The title compound was synthesized in analogy to Example 23b, using 5-Cyclopropyl-4-cyclopropylmethoxy-pyridine-2-carboxylic acid (Example 42c) and N-ethyl-2-methylpropan-2-amine (CAN 4432-77-3) as starting materials and isolated (9 mg, 4.5%) as colorless oil; MS (ESI, m/z): 317.6 (M+H+). Starting materials: C(C)C1=C(C=CC=C1C=O)C1=CN=C(S1)C=1C=CC(=C(C#N)C1)CC(C)C (5-[5-(2-ethyl-3-formylphenyl)-1,3-thiazol-2-yl]-2-(2-methylpropyl)benzonitrile), N1CC(C1)C(=O)O (3-azetidinecarboxylic acid), C=O (formaldehyde), C(#N)[BH3-].[Na+] (sodium cyanoborohydride). Solvent: C(C)O (ethanol), C(C)(=O)O (acetic acid). Conditions: time 6 hour. Yields the product C(#N)C=1C=C(C=CC1CC(C)C)C=1SC(=CN1)C=1C(=C(C=CC1)CN1CC(C1)C(=O)O)CC (1-[(3-{2-[3-cyano-4-(2-methylpropyl)phenyl]-1,3-thiazol-5-yl}-2-ethylphenyl)methyl]-3-azetidinecarboxylic acid). Isolated yield 21.7%. As a reaction SMILES: [CH2:1]([C:3]1[C:8]([CH:9]=O)=[CH:7][CH:6]=[CH:5][C:4]=1[C:11]1[S:15][C:14]([C:16]2[CH:17]=[CH:18][C:19]([CH2:24][CH:25]([CH3:27])[CH3:26])=[C:20]([CH:23]=2)[C:21]#[N:22])=[N:13][CH:12]=1)[CH3:2].[NH:28]1[CH2:31][CH:30]([C:32]([OH:34])=[O:33])[CH2:29]1.C([BH3-])#N.[Na+].C=O>C(O)C.C(O)(=O)C>[C:21]([C:20]1[CH:23]=[C:16]([C:14]2[S:15][C:11]([C:4]3[C:3]([CH2:1][CH3:2])=[C:8]([CH2:9][N:28]4[CH2:31][CH:30]([C:32]([OH:34])=[O:33])[CH2:29]4)[CH:7]=[CH:6][CH:5]=3)=[CH:12][N:13]=2)[CH:17]=[CH:18][C:19]=1[CH2:24][CH:25]([CH3:27])[CH3:26])#[N:22] |f:2.3|. Procedure: A solution of 5-[5-(2-ethyl-3-formylphenyl)-1,3-thiazol-2-yl]-2-(2-methylpropyl)benzonitrile (D92) (120 mg), 3-azetidinecarboxylic acid (64.8 mg) and acetic acid (0.1 mL) in ethanol (10 mL) was stirred at room temperature for 15 min, then sodium cyanoborohydride (60.4 mg) was added. The mixture was stirred at room temperature for 6 h, then formaldehyde (0.11 mL) was added. The mixture was stirred at room temperature overnight. After concentration, the residue was acidified with 2M HCl to pH 5-6,...